From a dataset of the Open Reaction Database (ORD), a public repository of structured organic reaction records. describe an organic reaction: reactants, conditions, products, and yield The reactants are CN(C)C=O, [H-], O=[N+]([O-])c1cc[n+]([O-])cc1, [Na+], OC(c1ccccc1)c1ccccc1. Yields the product [O-][n+]1ccc(OC(c2ccccc2)c2ccccc2)cc1. As a reaction SMILES: [CH3:27][N:28]([CH3:29])[CH:30]=[O:31].[H-:15].[N+:17]([O-:18])(=[O:19])[c:20]1[cH:21][cH:22][n+:23]([O-:26])[cH:24][cH:25]1.[Na+:16].[c:1]1([CH:7]([OH:8])[c:9]2[cH:10][cH:11][cH:12][cH:13][cH:14]2)[cH:2][cH:3][cH:4][cH:5][cH:6]1>>[c:1]1([CH:7]([O:8][c:20]2[cH:21][cH:22][n+:23]([O-:26])[cH:24][cH:25]2)[c:9]2[cH:10][cH:11][cH:12][cH:13][cH:14]2)[cH:2][cH:3][cH:4][cH:5][cH:6]1. The reactants are CC(=O)OC(C)=O, COC(=O)C1(c2ccc(O)c(C(C)=NO)c2)CC1. Yields the product COC(=O)C1(c2ccc(O)c(C(C)=NOC(C)=O)c2)CC1. RXN SMILES: [CH3:19][C:20](=[O:21])[O:22][C:23]([CH3:24])=[O:25].[CH3:1][O:2][C:3](=[O:4])[C:5]1([c:8]2[cH:9][c:10]([C:15]([CH3:16])=[N:17][OH:18])[c:11]([OH:14])[cH:12][cH:13]2)[CH2:6][CH2:7]1>>[CH3:1][O:2][C:3](=[O:4])[C:5]1([c:8]2[cH:9][c:10]([C:15]([CH3:16])=[N:17][O:18][C:20]([CH3:19])=[O:21])[c:11]([OH:14])[cH:12][cH:13]2)[CH2:6][CH2:7]1. Reactants: NC=1C(=NC=CC1C#N)C1=CC=CC=C1 (3-amino-2-phenyl-4-pyridinecarbonitrile), O1CCOCC1 (dioxan), lRA-400-OH. The solvent is O (water). Yields the product NC=1C(=NC=CC1C(=O)N)C1=CC=CC=C1 (3-amino-2-phenyl-4-pyridinecarboxamide). RXN SMILES: [NH2:1][C:2]1[C:3]([C:10]2[CH:15]=[CH:14][CH:13]=[CH:12][CH:11]=2)=[N:4][CH:5]=[CH:6][C:7]=1[C:8]#[N:9].[O:16]1CCOCC1>O>[NH2:1][C:2]1[C:3]([C:10]2[CH:11]=[CH:12][CH:13]=[CH:14][CH:15]=2)=[N:4][CH:5]=[CH:6][C:7]=1[C:8]([NH2:9])=[O:16]. Reported procedure: 1 g of 3-amino-2-phenyl-4-pyridinecarbonitrile was heated to reflux for 3.5 hours in 20 ml of water and 10 ml of dioxan in the presence of 4 g of Amberlite lRA-400-OH (basic form). The resin was removed by filtration and the filtrate was evaporated. The residue was chromatographed on silica gel using methanol/ethyl acetate (1:19) for the elution and the product was recrystallized from ethyl acetate/petroleum ether to yield 900 mg of 3-amino-2-phenyl-4-pyridinecarboxamide of melting point 163°-16...